Dataset: the Open Reaction Database (ORD), a public repository of structured organic reaction records. Task: describe an organic reaction: reactants, conditions, products, and yield The reactants are BrC=1C=C2C(=CN(C2=CC1Cl)C(=O)OC(C)(C)C)C(=O)OC (1-tert-butyl 3-methyl 5-bromo-6-chloro-1H-indole-1,3-dicarboxylate), CC1(OB(OC1(C)C)C1=CC=C(C=C1)O)C (4-(4,4,5,5-tetramethyl-1,3,2-dioxaborolan-2-yl)phenol), [O-]P(=O)([O-])[O-].[K+].[K+].[K+] (potassium phosphate tribasic). The reagents and catalysts are C1=CC=C(C=C1)P([C-]2C=CC=C2)C3=CC=CC=C3.C1=CC=C(C=C1)P([C-]2C=CC=C2)C3=CC=CC=C3.Cl[Pd]Cl.[Fe+2] ([1,1′-bis(diphenylphosphino)ferrocene]dichloropalladium(II)). The solvent is O1CCOCC1 (1,4-dioxane). Conditions: temperature 85 celsius. Product: ClC1=C(C=C2C(=CN(C2=C1)C(=O)OC(C)(C)C)C(=O)OC)C1=CC=C(C=C1)O (1-tert-butyl 3-methyl 6-chloro-5-(4-hydroxyphenyl)-1H-indole-1,3-dicarboxylate). The yield is 89.0%. Reaction SMILES: Br[C:2]1[CH:3]=[C:4]2[C:8](=[CH:9][C:10]=1[Cl:11])[N:7]([C:12]([O:14][C:15]([CH3:18])([CH3:17])[CH3:16])=[O:13])[CH:6]=[C:5]2[C:19]([O:21][CH3:22])=[O:20].CC1(C)C(C)(C)OB([C:31]2[CH:36]=[CH:35][C:34]([OH:37])=[CH:33][CH:32]=2)O1.[O-]P([O-])([O-])=O.[K+].[K+].[K+]>C1C=CC(P(C2C=CC=CC=2)[C-]2C=CC=C2)=CC=1.C1C=CC(P(C2C=CC=CC=2)[C-]2C=CC=C2)=CC=1.Cl[Pd]Cl.[Fe+2].O1CCOCC1>[Cl:11][C:10]1[CH:9]=[C:8]2[C:4]([C:5]([C:19]([O:21][CH3:22])=[O:20])=[CH:6][N:7]2[C:12]([O:14][C:15]([CH3:18])([CH3:17])[CH3:16])=[O:13])=[CH:3][C:2]=1[C:31]1[CH:36]=[CH:35][C:34]([OH:37])=[CH:33][CH:32]=1 |f:2.3.4.5,6.7.8.9|. Procedure: A mixture of 1-tert-butyl 3-methyl 5-bromo-6-chloro-1H-indole-1,3-dicarboxylate (300 mg, 0.78 mmol), 4-(4,4,5,5-tetramethyl-1,3,2-dioxaborolan-2-yl)phenol (255 mg, 1.16 mmol), 1,4-dioxane (4.2 mL) and aqueous potassium phosphate tribasic (4.6 mL, 0.5M, 2.3 mmol) was treated with [1,1′-bis(diphenylphosphino)ferrocene]dichloropalladium(II) (57 mg, 0.78 mmol). The pink mixture was evacuated and refilled with nitrogen three times. The sealed reaction was heated at 85° C. for 10 minutes. The cooled r... Starting materials: C(C)OC(C(CC1=C2C=CNC2=CC=C1)OCC)=O (rac-2-ethoxy-3-(1H-indol-4-yl)-propionic acid ethyl ester), ClCC=1N=C(OC1C)C1=CC=C(C=C1)C(F)(F)F (4-chloromethyl-5-methyl-2-(4-trifluoromethyl-phenyl)-oxazole), [H-].[Na+] (sodium hydride). Run in CN(C=O)C (N,N-dimethylformamide). The product is C(C)OC(C(CC1=C2C=CN(C2=CC=C1)CC=1N=C(OC1C)C1=CC=C(C=C1)C(F)(F)F)OCC)=O (rac-2-ethoxy-3-{1-[5-methyl-2-(4-trifluoromethyl-phenyl)-oxazol-4-ylmethyl]-1H-indol-4-yl}-propionic acid ethyl ester). Reaction SMILES: [CH2:1]([O:3][C:4](=[O:19])[CH:5]([O:16][CH2:17][CH3:18])[CH2:6][C:7]1[CH:15]=[CH:14][CH:13]=[C:12]2[C:8]=1[CH:9]=[CH:10][NH:11]2)[CH3:2].Cl[CH2:21][C:22]1[N:23]=[C:24]([C:28]2[CH:33]=[CH:32][C:31]([C:34]([F:37])([F:36])[F:35])=[CH:30][CH:29]=2)[O:25][C:26]=1[CH3:27].[H-].[Na+]>CN(C)C=O>[CH2:1]([O:3][C:4](=[O:19])[CH:5]([O:16][CH2:17][CH3:18])[CH2:6][C:7]1[CH:15]=[CH:14][CH:13]=[C:12]2[C:8]=1[CH:9]=[CH:10][N:11]2[CH2:21][C:22]1[N:23]=[C:24]([C:28]2[CH:29]=[CH:30][C:31]([C:34]([F:37])([F:36])[F:35])=[CH:32][CH:33]=2)[O:25][C:26]=1[CH3:27])[CH3:2] |f:2.3|. Procedure details: In analogy to the procedures described in examples 1 a] and 1 b], rac-2-ethoxy-3-(1H-indol-4-yl)-propionic acid ethyl ester was reacted with 4-chloromethyl-5-methyl-2-(4-trifluoromethyl-phenyl)-oxazole in N,N-dimethylformamide in the presence of sodium hydride to yield rac-2-ethoxy-3-{1-[5-methyl-2-(4-trifluoromethyl-phenyl)-oxazol-4-ylmethyl]-1H-indol-4-yl}-propionic acid ethyl ester, which was subsequently saponified to yield rac-2-ethoxy-3-{1-[5-methyl-2-(4-trifluoromethyl-phenyl)-oxazol-4-yl... The reactants are BrCC1=CC=C(C(=O)NC2=CC(=C(C=C2)Cl)C2=NC=CC=C2)C=C1 (4-(bromomethyl)-N-(4-chloro-3-(pyridin-2-yl)phenyl)benzamide), CC1=NNC(=C1)C (3,5-dimethyl-1H-pyrazole). Product: ClC1=C(C=C(C=C1)NC(C1=CC=C(C=C1)CN1N=C(C=C1C)C)=O)C1=NC=CC=C1 (N-(4-chloro-3-(pyridin-2-yl)phenyl)-4-((3,5-dimethyl-1H-pyrazol-1-yl)methyl)benzamide). As a reaction SMILES: Br[CH2:2][C:3]1[CH:24]=[CH:23][C:6]([C:7]([NH:9][C:10]2[CH:15]=[CH:14][C:13]([Cl:16])=[C:12]([C:17]3[CH:22]=[CH:21][CH:20]=[CH:19][N:18]=3)[CH:11]=2)=[O:8])=[CH:5][CH:4]=1.[CH3:25][C:26]1[CH:30]=[C:29]([CH3:31])[NH:28][N:27]=1>>[Cl:16][C:13]1[CH:14]=[CH:15][C:10]([NH:9][C:7](=[O:8])[C:6]2[CH:23]=[CH:24][C:3]([CH2:2][N:27]3[C:26]([CH3:25])=[CH:30][C:29]([CH3:31])=[N:28]3)=[CH:4][CH:5]=2)=[CH:11][C:12]=1[C:17]1[CH:22]=[CH:21][CH:20]=[CH:19][N:18]=1. Reported procedure: 70 mg of 4-(bromomethyl)-N-(4-chloro-3-(pyridin-2-yl)phenyl)benzamide was coupled to 50 mg of 3,5-dimethyl-1H-pyrazole via Procedure P. The reaction was evaporated to dryness and purified by reverse phase HPLC to yield N-(4-chloro-3-(pyridin-2-yl)phenyl)-4-((3,5-dimethyl-1H-pyrazol-1-yl)methyl)benzamide. MS (Q1) 417.3 (M)+.